Dataset: the Open Reaction Database (ORD), a public repository of structured organic reaction records. Task: describe an organic reaction: reactants, conditions, products, and yield The reactants are NC1=CC=CC=C1 (aniline), C(#N)S.N (ammonium rhodanide), S([O-])(O)=O.[Na+] (sodium bisulfite), Cl (hydrochloric acid). Run at temperature 80 celsius, time 8 hour. Procedure: 558 Parts of aniline, 479 parts of ammonium rhodanide and 78 parts of a 40% aqueous sodium bisulfite solution are introduced successively into 592 parts of a 37% aqueous hydrochloric acid. This reaction mixture is at first stirred for 8 hours at 80° C., then for 8 hours at 90° C., thereafter cooled to 20° C.; the precipitate formed is filtered off with suction, washed until neutral and dried. 888 Parts (corresponding to 97.4% of the theory) of phenyl thiourea are obtained, which product has a me... The product is C1(=CC=CC=C1)NC(=S)N (phenyl thiourea). RXN SMILES: [NH2:1][C:2]1[CH:7]=[CH:6][CH:5]=[CH:4][CH:3]=1.[C:8]([SH:10])#[N:9].N.S(=O)(O)[O-].[Na+].Cl>>[C:2]1([NH:1][C:8]([NH2:9])=[S:10])[CH:7]=[CH:6][CH:5]=[CH:4][CH:3]=1 |f:1.2,3.4|. The reactants are B.CSC (borane dimethylsulfide), O=C1NC2=C(SC3=C1C=CC=C3)C=CC=C2 (10,11-dihydro-11-oxodibenz[b,f][1,4]thiazepine), CO (methanol). The solvent is O1CCCC1 (tetrahydrofuran), O1CCCC1 (tetrahydrofuran). Run at time 18 hour. Yields the product C1=CC=CC2=C1CNC1=C(S2)C=CC=C1 (10,11-Dihydrodibenz[b,f][1,4]thiazepine). Reaction SMILES: O=[C:2]1[C:8]2[CH:9]=[CH:10][CH:11]=[CH:12][C:7]=2[S:6][C:5]2[CH:13]=[CH:14][CH:15]=[CH:16][C:4]=2[NH:3]1.B.CSC.CO>O1CCCC1>[CH:9]1[C:8]2[CH2:2][NH:3][C:4]3[CH:16]=[CH:15][CH:14]=[CH:13][C:5]=3[S:6][C:7]=2[CH:12]=[CH:11][CH:10]=1 |f:1.2|. Procedure details: To a mixture of 3.3 g of 10,11-dihydro-11-oxodibenz[b,f][1,4]thiazepine in 25 ml of tetrahydrofuran is added 4.0 ml of 10 molar borane-dimethylsulfide in tetrahydrofuran. The mixture is stirred at room temperature for 18 hours, 50 ml of anhydrous methanol added and the solvent removed. An additional 30 ml of methanol is added and the solvent removed to give white crystals. A sample is purified by chromatography on silica gel with hexane-chloroform-ethyl acetate (2:1:1) as solvent to give white c... Reactants: C(C1=CC=CC=C1)OC=1C=C(C=CC1)CC(=O)OCC (Ethyl 2-(3-(benzyloxy)phenyl)acetate), [OH-].[Na+] (NaOH). The solvent is C(C)O (ethanol). Reaction conditions: time 3 hour. The product is C(C1=CC=CC=C1)OC=1C=C(C=CC1)CC(=O)O (2-(3-(Benzyloxy)phenyl)acetic acid). As a reaction SMILES: [CH2:1]([O:8][C:9]1[CH:10]=[C:11]([CH2:15][C:16]([O:18]CC)=[O:17])[CH:12]=[CH:13][CH:14]=1)[C:2]1[CH:7]=[CH:6][CH:5]=[CH:4][CH:3]=1.[OH-].[Na+]>C(O)C>[CH2:1]([O:8][C:9]1[CH:10]=[C:11]([CH2:15][C:16]([OH:18])=[O:17])[CH:12]=[CH:13][CH:14]=1)[C:2]1[CH:3]=[CH:4][CH:5]=[CH:6][CH:7]=1 |f:1.2|. Procedure details: To a stirred solution Ethyl 2-(3-(benzyloxy)phenyl)acetate (Step A, 5.00 g, 18.5 mmol) in absolute ethanol (100 ml) was added 1N NaOH (40 ml) at room temperature. The reaction mixture was stirred for 3 hours, or until all the starting material is gone, concentrated and diluted with chloroform and acidified by 1M HCl to bring the pH to 3.5-4. The organic layer was washed with brine, dried over Na2SO4, filtered, concentrated and purified by flash chromatography on a silica gel column (chloroform:m... Starting materials: O=C1C2=C(OCC3=C1C=CC=C3)C=CC(=C2)CC(=O)OC (methyl 6,11-dihydro-11-oxodibenz[b,e]oxepin-2-acetate), CO (methanol), [BH4-].[Na+] (sodium borohydride), Cl (hydrochloric acid). Yields the product COC1C2=C(OCC3=C1C=CC=C3)C=CC(=C2)CC(=O)OC (methyl 6,11-dihydro-11-methoxydibenz[b,e]oxepin-2-acetate). RXN SMILES: [O:1]=[C:2]1[C:8]2[CH:9]=[CH:10][CH:11]=[CH:12][C:7]=2[CH2:6][O:5][C:4]2[CH:13]=[CH:14][C:15]([CH2:17][C:18]([O:20][CH3:21])=[O:19])=[CH:16][C:3]1=2.[BH4-].[Na+].Cl.[CH3:25]O>>[CH3:25][O:1][CH:2]1[C:8]2[CH:9]=[CH:10][CH:11]=[CH:12][C:7]=2[CH2:6][O:5][C:4]2[CH:13]=[CH:14][C:15]([CH2:17][C:18]([O:20][CH3:21])=[O:19])=[CH:16][C:3]1=2 |f:1.2|. Reported procedure: A mixture of 5.64 g. of methyl 6,11-dihydro-11-oxodibenz[b,e]oxepin-2-acetate, 0.4 g. of sodium borohydride and 250 ml. of methanol is stirred at 0°-2° for four hours. The reaction product is treated with 1N hydrochloric acid and extracted with chloroform, and the chloroform extracts are washed with saturated sodium bicarbonate solution and dried with sodium sulfate. The chloroform is evaporated to leave methyl 6,11-dihydro-11-methoxydibenz[b,e]oxepin-2-acetate as an oil; The reactants are CC(=O)C1=C(C=C(C=C1)F)Cl (2-chloro-4-fluoroacetophenone), [Na] (sodium), C(#N)CC(=O)OCC (ethyl cyanoacetate). Solvent: C(C)O (ethanol), C(C)O (ethanol), C(C)O (ethanol). Conditions: temperature 0 celsius, time 1 hour. The product is FC1=CC=C(C(CC(C(=O)OCC)C#N)=O)C=C1 (Ethyl 2-(4-fluorophenacyl)cyanoacetate). RXN SMILES: [Na].[C:2]([CH2:4][C:5]([O:7][CH2:8][CH3:9])=[O:6])#[N:3].[CH3:10][C:11]([C:13]1[CH:18]=[CH:17][C:16]([F:19])=[CH:15][C:14]=1Cl)=[O:12]>C(O)C>[F:19][C:16]1[CH:17]=[CH:18][C:13]([C:11](=[O:12])[CH2:10][CH:4]([C:2]#[N:3])[C:5]([O:7][CH2:8][CH3:9])=[O:6])=[CH:14][CH:15]=1 |^1:0|. Reported procedure: A solution of 86.7 g of sodium in 4,500 ml of anhydrous ethanol is added at 15° C. to a solution of 528 g of ethyl cyanoacetate in 500 ml of anhydrous ethanol. After one hour, the mixture is cooled to 0° C. and a solution of 620 g of 2-chloro-4-fluoroacetophenone in one liter of ethanol is added to the solution obtained. The reaction mixture is left for 12 hours at room temperature, then hydrolyzed with 200 ml of water and concentrated. The residue is taken up in one liter of water and this aque... Reactants: ClC1=CC=C(C(=C1C(=O)OCC)F)CNC(C(C)C)=O (ethyl 6-chloro-2-fluoro-3-(isobutyramidomethyl)benzoate), [OH-].[Na+] (NaOH). The solvent is C1CCOC1.CO.O (THF MeOH H2O). The product is ClC1=CC=C(C(=C1C(=O)O)F)CNC(C(C)C)=O (6-chloro-2-fluoro-3-(isobutyramidomethyl)benzoic acid). Isolated yield 88.3%. RXN SMILES: [Cl:1][C:2]1[C:7]([C:8]([O:10]CC)=[O:9])=[C:6]([F:13])[C:5]([CH2:14][NH:15][C:16](=[O:20])[CH:17]([CH3:19])[CH3:18])=[CH:4][CH:3]=1.[OH-].[Na+]>C1COCC1.CO.O>[Cl:1][C:2]1[C:7]([C:8]([OH:10])=[O:9])=[C:6]([F:13])[C:5]([CH2:14][NH:15][C:16](=[O:20])[CH:17]([CH3:18])[CH3:19])=[CH:4][CH:3]=1 |f:1.2,3.4.5|. Procedure: The title compound was prepared following the procedure described in Intermediate-2, step-3 using ethyl 6-chloro-2-fluoro-3-(isobutyramidomethyl)benzoate (1.00 g, 3.31 mmol) and NaOH (530 mg, 13.26 mmol) in THF:MeOH:H2O (3:2:1; 12 mL) to afford 800 mg of the title product. 1H NMR (300 MHz, DMSO-d6): δ 14.10 (s, 1H), 8.32 (br t, 1H), 7.38-7.29 (m, 2H), 4.25 (d, J=5.1 Hz, 2H), 2.40 (m, 1H), 1.00 (d, J=6.9 Hz, 6H).